From a dataset of the Open Reaction Database (ORD), a public repository of structured organic reaction records. describe an organic reaction: reactants, conditions, products, and yield Starting materials: COC1=C(C(C2=C(C=CC=C2)OC)O)C=CC=C1 (2,2'-dimethoxybenzhydrol), C(CS)(=O)OC (methyl thioglycolate). Run at time 18 hour. Product: COC1=C(C=CC=C1)C(SCC(=O)OC)C1=C(C=CC=C1)OC (methyl [[bis-(2-methoxyphenyl)methyl]thio]acetate). Isolated yield 72.0%. RXN SMILES: [CH3:1][O:2][C:3]1[CH:18]=[CH:17][CH:16]=[CH:15][C:4]=1[CH:5](O)[C:6]1[CH:11]=[CH:10][CH:9]=[CH:8][C:7]=1[O:12][CH3:13].[C:19]([O:23][CH3:24])(=[O:22])[CH2:20][SH:21]>>[CH3:1][O:2][C:3]1[CH:18]=[CH:17][CH:16]=[CH:15][C:4]=1[CH:5]([C:6]1[CH:11]=[CH:10][CH:9]=[CH:8][C:7]=1[O:12][CH3:13])[S:21][CH2:20][C:19]([O:23][CH3:24])=[O:22]. Procedure details: Following the procedure of Example 4, 2,2'-dimethoxybenzhydrol, synthesized in accordance with M. L. Hoefle, et. al. in J. Med. Chem. 34, 7 (1971)] is reacted with methyl thioglycolate for 3 hours at 50°-60° C. followed by 18 hours at room temperature. Chromatography on silica gel, eluting with a gradient of 10% ethyl acetate in hexane to 20% ethyl acetate in hexane, followed by additional chromatography, eluting with a gradient of 5% ethyl acetate in hexane to 10% ethyl acetate in hexane, gives...